This data is from the Open Reaction Database (ORD), a public repository of structured organic reaction records. The task is: describe an organic reaction: reactants, conditions, products, and yield Reactants: C(C1=CC=CC=C1)OC([C@@H](NC(=O)N1CCCCCC1)CC(C)C)=O (N-[(1-perhydroazepinyl)carbonyl]-L-leucine benzyl ester), [H][H] (hydrogen). The reagents and catalysts are [Pd] (Pd-C). Run in CO (methanol). Product: N1(CCCCCC1)C(=O)N[C@@H](CC(C)C)C(=O)O (N-[(1-perhydroazepinyl)carbonyl]-L-leucine). Isolated yield 92.7%. As a reaction SMILES: C([O:8][C:9](=[O:25])[C@H:10]([CH2:21][CH:22]([CH3:24])[CH3:23])[NH:11][C:12]([N:14]1[CH2:20][CH2:19][CH2:18][CH2:17][CH2:16][CH2:15]1)=[O:13])C1C=CC=CC=1.[H][H]>CO.[Pd]>[N:14]1([C:12]([NH:11][C@H:10]([C:9]([OH:25])=[O:8])[CH2:21][CH:22]([CH3:24])[CH3:23])=[O:13])[CH2:20][CH2:19][CH2:18][CH2:17][CH2:16][CH2:15]1. Procedure details: The compound obtained in (1) (1.75 g) was dissolved in methanol (30 ml). 10% Pd-C (0.30 g) was added and the mixture was stirred vigorously at room temperature under atmospheric pressure of hydrogen for 1.5 h. The catalyst was filtered off and the filtrate was concentrated to give the product (1.2 g) as a colorless foam. Reactants: OCCBr, O=C([O-])[O-], CN(C)C=O, [Cs+], [Cs+], Nc1ncnc2[nH]nc(I)c12. The product is Nc1ncnc2c1c(I)nn2CCO. Reaction SMILES: [Br:18][CH2:19][CH2:20][OH:21].[C:12](=[O:13])([O-:14])[O-:15].[CH3:22][N:23]([CH3:24])[CH:25]=[O:26].[Cs+:16].[Cs+:17].[I:1][c:2]1[n:3][nH:4][c:5]2[n:6][cH:7][n:8][c:9]([NH2:11])[c:10]12>>[I:1][c:2]1[n:3][n:4]([CH2:19][CH2:20][OH:21])[c:5]2[n:6][cH:7][n:8][c:9]([NH2:11])[c:10]12. Starting materials: BrC1=CC=C(C=C1)N1N=C(N=C1)OC(C)C(=O)O (1-(4-bromophenyl)-3-(1-carboxyethoxy)-1,2,4-1H-triazole), C(=O)(N1C=NC=C1)N1C=NC=C1 (carbonyldiimidazole), [OH-].[NH4+] (ammonium hydroxide). Yields the product NC(=O)C(C)OC1=NN(C=N1)C1=CC=C(C=C1)Br (3-(1-aminocarbonylethoxy)-1-(4-bromophenyl)-1,2,4-triazole). Isolated yield 53.5%. RXN SMILES: [Br:1][C:2]1[CH:7]=[CH:6][C:5]([N:8]2[CH:12]=[N:11][C:10]([O:13][CH:14]([C:16]([OH:18])=O)[CH3:15])=[N:9]2)=[CH:4][CH:3]=1.C(N1C=CN=C1)([N:21]1C=CN=C1)=O.[OH-].[NH4+]>>[NH2:21][C:16]([CH:14]([O:13][C:10]1[N:11]=[CH:12][N:8]([C:5]2[CH:6]=[CH:7][C:2]([Br:1])=[CH:3][CH:4]=2)[N:9]=1)[CH3:15])=[O:18] |f:2.3|. Procedure details: The process was carried out as was Example 45, starting with 3 g of the compound of Example 37, 2.6 g of carbonyldiimidazole and 0.7 g of ammonium hydroxide. The product was recrystallized from ethanol to obtain 1.6 g of the desired product, m.p. 179°-181°. Starting materials: N#Cc1cccc(CC(O)=S)n1, C=C(C)C, ClCCl, O, O=S(=O)(O)O. Yields the product CC(C)(C)OC(=S)Cc1cccc(C#N)n1. RXN SMILES: [C:1](#[N:2])[c:3]1[cH:4][cH:5][cH:6][c:7]([CH2:9][C:10](=[S:11])[OH:12])[n:8]1.[CH2:21]=[C:22]([CH3:23])[CH3:24].[Cl:18][CH2:19][Cl:20].[OH2:25].[S:13](=[O:14])(=[O:15])([OH:16])[OH:17]>>[C:1](#[N:2])[c:3]1[cH:4][cH:5][cH:6][c:7]([CH2:9][C:10](=[S:11])[O:12][C:22]([CH3:21])([CH3:23])[CH3:24])[n:8]1. Starting materials: C(C)OC(=O)N1CCN(CC1)C([C@H](CCC(=O)OC(C)(C)C)NC(=O)C1=NN(C(=C1)OCC(=O)OCC)C1=CC=CC=C1)=O (4-{(S)-4-tert-Butoxycarbonyl-2-[(5-ethoxycarbonylmethoxy-1-phenyl-1H-pyrazole-3-carbonyl)-amino]-butyryl}-piperazine-1-carboxylic acid ethyl ester), C1(=CC=CC=C1)C (toluene). The solvent is C(Cl)Cl (DCM), C(=O)(C(F)(F)F)O (TFA). Yields the product C(C)OC(=O)N1CCN(CC1)C([C@H](CCC(=O)O)NC(=O)C1=NN(C(=C1)OCC(=O)OCC)C1=CC=CC=C1)=O (4-{(S)-4-Carboxy-2-[(5-ethoxycarbonylmethoxy-1-phenyl-1H-pyrazole-3-carbonyl)-amino]-butyryl}-piperazine-1-carboxylic acid ethyl ester). As a reaction SMILES: [CH2:1]([O:3][C:4]([N:6]1[CH2:11][CH2:10][N:9]([C:12](=[O:44])[C@@H:13]([NH:23][C:24]([C:26]2[CH:30]=[C:29]([O:31][CH2:32][C:33]([O:35][CH2:36][CH3:37])=[O:34])[N:28]([C:38]3[CH:43]=[CH:42][CH:41]=[CH:40][CH:39]=3)[N:27]=2)=[O:25])[CH2:14][CH2:15][C:16]([O:18]C(C)(C)C)=[O:17])[CH2:8][CH2:7]1)=[O:5])[CH3:2].C1(C)C=CC=CC=1>C(Cl)Cl.C(O)(C(F)(F)F)=O>[CH2:1]([O:3][C:4]([N:6]1[CH2:11][CH2:10][N:9]([C:12](=[O:44])[C@@H:13]([NH:23][C:24]([C:26]2[CH:30]=[C:29]([O:31][CH2:32][C:33]([O:35][CH2:36][CH3:37])=[O:34])[N:28]([C:38]3[CH:43]=[CH:42][CH:41]=[CH:40][CH:39]=3)[N:27]=2)=[O:25])[CH2:14][CH2:15][C:16]([OH:18])=[O:17])[CH2:8][CH2:7]1)=[O:5])[CH3:2]. Reported procedure: To a solution of 73 mg of 4-{(S)-4-tert-Butoxycarbonyl-2-[(5-ethoxycarbonylmethoxy-1-phenyl-1H-pyrazole-3-carbonyl)-amino]-butyryl}-piperazine-1-carboxylic acid ethyl ester in 1 ml of DCM, 0.2 ml of TFA was added at RT. After 4 h 20 ml of toluene was added and the solvents were removed under reduced pressure. The residue was purified by preparative HPLC (C18 reverse phase column, elution with a water/MeCN gradient with 0.1% TFA). The fractions containing the product were evaporated and lyophiliz...